From a dataset of the Open Reaction Database (ORD), a public repository of structured organic reaction records. describe an organic reaction: reactants, conditions, products, and yield Reactants: O=C([O-])[O-], [Li]CCCC, COc1cccc(C(=CCOCCO)c2ccccc2C)c1, Cc1ccccc1, CC(C)=O, [I-], [K+], [K+], [K+], CCOC(=O)C1CCCNC1, Cc1ccc(S(=O)(=O)Cl)cc1. Yields the product CCOC(=O)C1CCCN(CCOCC=C(c2cccc(OC)c2)c2ccccc2C)C1. As a reaction SMILES: [C:50](=[O:51])([O-:52])[O-:53].[CH2:23]([Li:24])[CH2:25][CH2:26][CH3:27].[CH3:1][O:2][c:3]1[cH:4][c:5]([C:9](=[CH:10][CH2:11][O:12][CH2:13][CH2:14][OH:15])[c:16]2[c:17]([CH3:22])[cH:18][cH:19][cH:20][cH:21]2)[cH:6][cH:7][cH:8]1.[CH3:58][c:59]1[cH:60][cH:61][cH:62][cH:63][cH:64]1.[CH3:65][C:66](=[O:67])[CH3:68].[I-:57].[K+:54].[K+:55].[K+:56].[NH:39]1[CH2:40][CH:41]([C:45](=[O:46])[O:47][CH2:48][CH3:49])[CH2:42][CH2:43][CH2:44]1.[c:28]1([CH3:29])[cH:30][cH:31][c:32]([S:33]([Cl:34])(=[O:35])=[O:36])[cH:37][cH:38]1>>[CH3:1][O:2][c:3]1[cH:4][c:5]([C:9](=[CH:10][CH2:11][O:12][CH2:13][CH2:14][N:39]2[CH2:40][CH:41]([C:45](=[O:46])[O:47][CH2:48][CH3:49])[CH2:42][CH2:43][CH2:44]2)[c:16]2[c:17]([CH3:22])[cH:18][cH:19][cH:20][cH:21]2)[cH:6][cH:7][cH:8]1. Starting materials: CC1=C(N)C=C(C=C1)[N+](=O)[O-] (2-methyl-5-nitroaniline), [N+](=O)(O)[O-] (nitric acid), C(#N)[NH-] (cyanoamide). The solvent is C(C)O (ethanol). Product: CC1=C(N)C=C(C=C1)[N+](=O)[O-].[N+](=O)(O)[O-].NC(=N)N (2-methyl-5-nitroaniline guanidine nitrate). Reaction SMILES: [CH3:1][C:2]1[CH:8]=[CH:7][C:6]([N+:9]([O-:11])=[O:10])=[CH:5][C:3]=1[NH2:4].[N+:12]([O-:15])([OH:14])=[O:13].[C:16]([NH-:18])#[N:17]>C(O)C>[CH3:1][C:2]1[CH:8]=[CH:7][C:6]([N+:9]([O-:11])=[O:10])=[CH:5][C:3]=1[NH2:4].[N+:12]([O-:15])([OH:14])=[O:13].[NH2:17][C:16]([NH2:4])=[NH:18] |f:4.5.6|. Procedure details: Referencing scheme 1 below, the synthesis begins with treatment of 2-methyl-5-nitroaniline (1) with 65% nitric acid in ethanol followed by the addition of cyanoamide to give the corresponding 2-methyl-5-nitroaniline-guanidine nitrate (2). Once completed, 3-acetylpyridine (3) is first reacted with phenyl chloroformate at nitrogen position and then regioselectively alkylated using Grignard reagents and catalytic amounts of copper (I) iodide to obtain intermediate dihydropyridine. The dihydropyridi... Starting materials: [N+](=O)([O-])C1=CC=C(COC(=O)N2[C@@H](C[C@@H](C2)SC(C2=CC=CC=C2)(C2=CC=CC=C2)C2=CC=CC=C2)CN2C(C=3C(C2=O)=CC=CC3)=O)C=C1 ((2S,4S)-1-p-nitrobenzyloxycarbonyl-2-phthalimidomethyl-4-tritylthiopyrrolidine), O.NN (hydrazine hydrate). The solvent is ClCCl (dichloromethane), CO (methanol). Product: [N+](=O)([O-])C1=CC=C(COC(=O)N2[C@@H](C[C@@H](C2)SC(C2=CC=CC=C2)(C2=CC=CC=C2)C2=CC=CC=C2)CN)C=C1 ((2S,4S)-1-p-nitrobenzyloxycarbonyl-2-aminomethyl-4-tritylthiopyrrolidine). The yield is 91.0%. As a reaction SMILES: [N+:1]([C:4]1[CH:50]=[CH:49][C:7]([CH2:8][O:9][C:10]([N:12]2[CH2:16][C@@H:15]([S:17][C:18]([C:31]3[CH:36]=[CH:35][CH:34]=[CH:33][CH:32]=3)([C:25]3[CH:30]=[CH:29][CH:28]=[CH:27][CH:26]=3)[C:19]3[CH:24]=[CH:23][CH:22]=[CH:21][CH:20]=3)[CH2:14][C@H:13]2[CH2:37][N:38]2C(=O)C3=CC=CC=C3C2=O)=[O:11])=[CH:6][CH:5]=1)([O-:3])=[O:2].O.NN>ClCCl.CO>[N+:1]([C:4]1[CH:5]=[CH:6][C:7]([CH2:8][O:9][C:10]([N:12]2[CH2:16][C@@H:15]([S:17][C:18]([C:19]3[CH:24]=[CH:23][CH:22]=[CH:21][CH:20]=3)([C:31]3[CH:32]=[CH:33][CH:34]=[CH:35][CH:36]=3)[C:25]3[CH:30]=[CH:29][CH:28]=[CH:27][CH:26]=3)[CH2:14][C@H:13]2[CH2:37][NH2:38])=[O:11])=[CH:49][CH:50]=1)([O-:3])=[O:2] |f:1.2|. Procedure details: To a solution of (2S,4S)-1-p-nitrobenzyloxycarbonyl-2-phthalimidomethyl-4-tritylthiopyrrolidine (10.46 g: 15.31 mmole) in a mixture of dichloromethane (80 ml) and methanol (160 ml), hydrazine hydrate (1.53 ml: 2 eq.) is added, and the mixture is concentrated to remove dichloromethane by warming and refluxed for 3 hours and 15 minutes. The reaction mixture is concentrated in vacuo. The residue is diluted with dichloromethane and filtered to remove solid. The filtrate is washed with water, dried o...